From a dataset of the Open Reaction Database (ORD), a public repository of structured organic reaction records. describe an organic reaction: reactants, conditions, products, and yield Yield: 94.6%. Product: C(CCC)C=1N(C2=C(C=NC=3C=CC=CC23)N1)CCCNS(=O)(=O)C1=CC=CC=C1 (N-[3-(2-butyl-1H-imidazo[4,5-c]quinolin-1-yl)propyl]benzenesulfonamide). The reactants are C(CCC)C=1N(C2=C(C=NC=3C=CC=CC23)N1)CCCN (3-(2-butyl-1H-imidazo[4,5-c]quinolin-1-yl)propylamine), C1(=CC=CC=C1)S(=O)(=O)Cl (benzenesulfonyl chloride). Reaction SMILES: [CH2:1]([C:5]1[N:6]([CH2:18][CH2:19][CH2:20][NH2:21])[C:7]2[C:16]3[CH:15]=[CH:14][CH:13]=[CH:12][C:11]=3[N:10]=[CH:9][C:8]=2[N:17]=1)[CH2:2][CH2:3][CH3:4].[C:22]1([S:28](Cl)(=[O:30])=[O:29])[CH:27]=[CH:26][CH:25]=[CH:24][CH:23]=1>>[CH2:1]([C:5]1[N:6]([CH2:18][CH2:19][CH2:20][NH:21][S:28]([C:22]2[CH:27]=[CH:26][CH:25]=[CH:24][CH:23]=2)(=[O:30])=[O:29])[C:7]2[C:16]3[CH:15]=[CH:14][CH:13]=[CH:12][C:11]=3[N:10]=[CH:9][C:8]=2[N:17]=1)[CH2:2][CH2:3][CH3:4]. Reported procedure: Using the general method of Example 239 Part B, 3-(2-butyl-1H-imidazo[4,5-c]quinolin-1-yl)propylamine (2.00 g, 7.08 mmol) was reacted with benzenesulfonyl chloride (1.38 g, 7.79 mmol) to provide 2.83 g of N-[3-(2-butyl-1H-imidazo[4,5-c]quinolin-1-yl)propyl]benzenesulfonamide as a light red foam. RXN SMILES: [C:16](=[O:17])([O-:18])[O-:19].[C:1]([CH3:2])(=[O:3])[c:4]1[c:5]([CH3:15])[n:6][c:7]([N:9]2[C:10](=[O:14])[NH:11][CH2:12][CH2:13]2)[s:8]1.[CH2:39]([N+:40]([CH2:41][CH2:42][CH2:43][CH3:44])([CH2:45][CH2:46][CH2:47][CH3:48])[CH2:49][CH2:50][CH2:51][CH3:52])[CH2:53][CH2:54][CH3:55].[CH2:56]1[O:57][CH2:58][CH2:59][O:60][CH2:61]1.[CH:22]1([CH2:25][CH2:26][O:27][S:28]([c:29]2[cH:30][cH:31][c:32]([CH3:33])[cH:34][cH:35]2)(=[O:36])=[O:37])[CH2:23][CH2:24]1.[I-:38].[K+:20].[K+:21]>>[C:1]([CH3:2])(=[O:3])[c:4]1[c:5]([CH3:15])[n:6][c:7]([N:9]2[C:10](=[O:14])[N:11]([CH2:26][CH2:25][CH:22]3[CH2:23][CH2:24]3)[CH2:12][CH2:13]2)[s:8]1. Yields the product CC(=O)c1sc(N2CCN(CCC3CC3)C2=O)nc1C. Reactants: O=C([O-])[O-], CC(=O)c1sc(N2CCNC2=O)nc1C, CCCC[N+](CCCC)(CCCC)CCCC, C1COCCO1, Cc1ccc(S(=O)(=O)OCCC2CC2)cc1, [I-], [K+], [K+]. The reactants are O=C([O-])[O-], COC(=O)c1cc(OCCCCl)n(C)n1, Cl, [I-], [K+], [K+], [Na+], CN(C)C=O, O, c1cc(N2CCNCC2)c2ccsc2c1. The product is COC(=O)c1cc(OCCCN2CCN(c3cccc4sccc34)CC2)n(C)n1. As a reaction SMILES: [C:32](=[O:33])([O-:34])[O-:35].[Cl:1][CH2:2][CH2:3][CH2:4][O:5][c:6]1[cH:7][c:8]([C:12](=[O:13])[O:14][CH3:15])[n:9][n:10]1[CH3:11].[ClH:16].[I-:39].[K+:36].[K+:37].[Na+:38].[O:41]=[CH:42][N:43]([CH3:44])[CH3:45].[OH2:40].[s:17]1[c:18]2[c:19]([cH:20][cH:21]1)[c:22]([N:26]1[CH2:27][CH2:28][NH:29][CH2:30][CH2:31]1)[cH:23][cH:24][cH:25]2>>[CH2:2]([CH2:3][CH2:4][O:5][c:6]1[cH:7][c:8]([C:12](=[O:13])[O:14][CH3:15])[n:9][n:10]1[CH3:11])[N:29]1[CH2:28][CH2:27][N:26]([c:22]2[c:19]3[c:18]([s:17][cH:21][cH:20]3)[cH:25][cH:24][cH:23]2)[CH2:31][CH2:30]1. Reactants: C1(=CC=CC=C1)C=1N=C(OC1C1=CC=CC=C1)C=1[C@](CCCC1)(O)CC=1C=C(OCC(=O)OCC)C=CC1 (ethyl (R)-{3-{[2-(4,5-diphenyloxazole-2-yl)-1-hydroxy-2-cyclohexen-1-yl]methyl}phenoxy}acetate), [OH-].[Na+] (NaOH). Run in C(C)O (ethanol), C1CCOC1 (THF). Conditions: time 4 hour. Yields the product C1(=CC=CC=C1)C=1N=C(OC1C1=CC=CC=C1)C=1[C@](CCCC1)(O)CC=1C=C(OCC(=O)[O-])C=CC1.[Na+] (sodium (R)-{3-{[2-(4,5-diphenyloxazol-2-yl)-1-hydroxy-2-cyclohexen-1-yl]methyl}-phenoxy}acetate). As a reaction SMILES: [C:1]1([C:7]2[N:8]=[C:9]([C:18]3[C@@:19]([CH2:25][C:26]4[CH:27]=[C:28]([CH:36]=[CH:37][CH:38]=4)[O:29][CH2:30][C:31]([O:33]CC)=[O:32])([OH:24])[CH2:20][CH2:21][CH2:22][CH:23]=3)[O:10][C:11]=2[C:12]2[CH:17]=[CH:16][CH:15]=[CH:14][CH:13]=2)[CH:6]=[CH:5][CH:4]=[CH:3][CH:2]=1.[OH-].[Na+:40]>C(O)C.C1COCC1>[C:1]1([C:7]2[N:8]=[C:9]([C:18]3[C@@:19]([CH2:25][C:26]4[CH:27]=[C:28]([CH:36]=[CH:37][CH:38]=4)[O:29][CH2:30][C:31]([O-:33])=[O:32])([OH:24])[CH2:20][CH2:21][CH2:22][CH:23]=3)[O:10][C:11]=2[C:12]2[CH:13]=[CH:14][CH:15]=[CH:16][CH:17]=2)[CH:2]=[CH:3][CH:4]=[CH:5][CH:6]=1.[Na+:40] |f:1.2,5.6|. Procedure: To a solution of ethyl (R)-{3-{[2-(4,5-diphenyloxazole-2-yl)-1-hydroxy-2-cyclohexen-1-yl]methyl}phenoxy}acetate (7.8 g) in a mixture of ethanol (50 ml) and THF (50 ml) was added 1N-NaOH solution (15.3 ml) at room temperature. After being stirred for 4 hours at the same temperature, the mixture was evaporated. The residue was washed with diethyl ether to afford sodium (R)-{3-{[2-(4,5-diphenyloxazol-2-yl)-1-hydroxy-2-cyclohexen-1-yl]methyl}-phenoxy}acetate(6.7 g). Starting materials: [OH-].[Na+] (sodium hydroxide), [BH4-].[Na+] (sodium borohydride), C(C)(C)N1C(C2=CC=C(C=C2C1=O)[N+](=O)[O-])=O (2-isopropyl-5-nitro-isoindole-1,3-dione), O.O.[Sn](Cl)Cl (tin (II) dichloride dihydrate). Solvent: C(C)O (ethanol), C(C)O (ethanol). Conditions: temperature 0 celsius, time 2 hour. Yields the product NC=1C=C2C(N(C(C2=CC1)=O)C(C)C)=O (5-Amino-2-isopropyl-isoindole-1,3-dione). The yield is 49.0%. RXN SMILES: [BH4-].[Na+].[CH:3]([N:6]1[C:14](=[O:15])[C:13]2[C:8](=[CH:9][CH:10]=[C:11]([N+:16]([O-])=O)[CH:12]=2)[C:7]1=[O:19])([CH3:5])[CH3:4].O.O.[Sn](Cl)Cl.[OH-].[Na+]>C(O)C>[NH2:16][C:11]1[CH:12]=[C:13]2[C:8](=[CH:9][CH:10]=1)[C:7](=[O:19])[N:6]([CH:3]([CH3:4])[CH3:5])[C:14]2=[O:15] |f:0.1,3.4.5,6.7|. Procedure: A solution of sodium borohydride (193 mg, 5.12 mmol) in ethanol (4 ml) was added dropwise to a stirred solution of 2-isopropyl-5-nitro-isoindole-1,3-dione (1.20 g, 5.12 mmol) and tin (II) dichloride dihydrate (3.47 g, 15.36 mmol) in ethanol (40 ml) at 60° C. The resulting solution was stirred for 2 hrs, after which time the reaction was cooled to 0° C. and basified using 2M sodium hydroxide. The aqueous phase was extracted with dichloromethane (3×20 ml) and the combined organics washed with brin... Starting materials: CC1=NOC(=C1C)N (3,4-dimethyl-5-isoxazolamine), [N+](=O)([O-])C1=C(C=CC=C1)S(=O)(=O)Cl (2-nitrobenzenesulfonyl chloride), ice water. Solvent: N1=CC=CC=C1 (pyridine). Reaction conditions: time 8 hour. Product: CC1=NOC(=C1C)NS(=O)(=O)C1=C(C=CC=C1)[N+](=O)[O-] (N-(3,4-Dimethyl-5-isoxazolyl)-2-nitro-benzenesulfonamide). Isolated yield 85.0%. RXN SMILES: [CH3:1][C:2]1[C:6]([CH3:7])=[C:5]([NH2:8])[O:4][N:3]=1.[N+:9]([C:12]1[CH:17]=[CH:16][CH:15]=[CH:14][C:13]=1[S:18](Cl)(=[O:20])=[O:19])([O-:11])=[O:10]>N1C=CC=CC=1>[CH3:1][C:2]1[C:6]([CH3:7])=[C:5]([NH:8][S:18]([C:13]2[CH:14]=[CH:15][CH:16]=[CH:17][C:12]=2[N+:9]([O-:11])=[O:10])(=[O:19])=[O:20])[O:4][N:3]=1. Procedure details: To a solution of 4.04 g (36 mmol) of 3,4-dimethyl-5-isoxazolamine in 15 mL of pyridine, 8.0 g (36 mmol) of 2-nitrobenzenesulfonyl chloride was added and the solution was stirred at room temperature overnight. The mixture was poured into 100 mL of ice water and filtered. The filtrate was acidified to pH 2 using 6N aqueous hydrochloric acid and the mixture was extracted with 4×125 mL of ethyl acetate. The combined organic extracts were washed with 75 mL of brine, dried and evaporated to provide 9.... The reactants are COC(=O)C(CC1CCCCC1)N1CC(Oc2ccccc2SC)=CC1=O, [Li+], C1CCOC1, [OH-], O. The product is CSc1ccccc1OC1=CC(=O)N(C(CC2CCCCC2)C(=O)O)C1. Reaction SMILES: [CH3:1][O:2][C:3]([CH:4]([CH2:5][CH:6]1[CH2:7][CH2:8][CH2:9][CH2:10][CH2:11]1)[N:12]1[C:13](=[O:26])[CH:14]=[C:15]([O:17][c:18]2[c:19]([S:24][CH3:25])[cH:20][cH:21][cH:22][cH:23]2)[CH2:16]1)=[O:27].[Li+:28].[O:31]1[CH2:32][CH2:33][CH2:34][CH2:35]1.[OH-:29].[OH2:30]>>[O:2]=[C:3]([CH:4]([CH2:5][CH:6]1[CH2:7][CH2:8][CH2:9][CH2:10][CH2:11]1)[N:12]1[C:13](=[O:26])[CH:14]=[C:15]([O:17][c:18]2[c:19]([S:24][CH3:25])[cH:20][cH:21][cH:22][cH:23]2)[CH2:16]1)[OH:27]. Starting materials: C(C)(=O)O[BH-](OC(C)=O)OC(C)=O.[Na+] (sodium triacetoxyborohydride), C(C)(=O)NC1=CC(=C(C(=O)NC2=CC=C(C=C2)OC)C=C1)NC(=O)C1CCNCC1 (4-acetylamino-N-(4-methoxyphenyl)-2-[(4-piperidinylcarbonyl)amino]benzamide), N1=CC=C(C=C1)C=O (4-pyridinecarboxaldehyde), C(C)(=O)O (acetic acid). Run in ClCCCl (1,2-dichloroethane). Run at time 8 hour. The product is C(C)(=O)NC1=CC(=C(C(=O)NC2=CC=C(C=C2)OC)C=C1)NC(=O)C1CCN(CC1)CC1=CC=NC=C1 (4-Acetylamino-N-(4-methoxyphenyl)-2-[[1-(4-pyridylmethyl)piperidin-4-ylcarbonyl]amino]benzamide). Isolated yield 76.0%. Reaction SMILES: [C:1]([NH:4][C:5]1[CH:21]=[CH:20][C:8]([C:9]([NH:11][C:12]2[CH:17]=[CH:16][C:15]([O:18][CH3:19])=[CH:14][CH:13]=2)=[O:10])=[C:7]([NH:22][C:23]([CH:25]2[CH2:30][CH2:29][NH:28][CH2:27][CH2:26]2)=[O:24])[CH:6]=1)(=[O:3])[CH3:2].[N:31]1[CH:36]=[CH:35][C:34]([CH:37]=O)=[CH:33][CH:32]=1.C(O)(=O)C.C(O[BH-](OC(=O)C)OC(=O)C)(=O)C.[Na+]>ClCCCl>[C:1]([NH:4][C:5]1[CH:21]=[CH:20][C:8]([C:9]([NH:11][C:12]2[CH:13]=[CH:14][C:15]([O:18][CH3:19])=[CH:16][CH:17]=2)=[O:10])=[C:7]([NH:22][C:23]([CH:25]2[CH2:30][CH2:29][N:28]([CH2:37][C:34]3[CH:35]=[CH:36][N:31]=[CH:32][CH:33]=3)[CH2:27][CH2:26]2)=[O:24])[CH:6]=1)(=[O:3])[CH3:2] |f:3.4|. Reported procedure: To a stirred suspension of 4-acetylamino-N-(4-methoxyphenyl)-2-[(4-piperidinylcarbonyl)amino]benzamide (0.4 g, 0.97 mmol), 4-pyridinecarboxaldehyde (0.11 mL, 1.17 mmol) and acetic acid (0.085 mL, 1.46 mmol) in 1,2-dichloroethane (20 mL) was added sodium triacetoxyborohydride (0.31 g, 1.46 mmol). After stirring overnight, the white solid was filtered off and the filtrate was concentrated in vacuo. The residue was suspended in diethyl ether, sonicated, and filtered. The combined solids were then w... Reactants: C(C)(=O)N[C@@H](CC1=CC=CC=C1)C(=O)O (N-acetylphenylalanine), CC=1OC(C(N1)=CC1=CC=CC=C1)=O (2-methyl-4-benzylidene-1,3-oxazolin-5-one). The solvent is O (water). Yields the product N(C(=O)C)C1=C(C=CC(=O)O)C=CC=C1 (2-acetaminocinnamic acid). Reaction SMILES: C(N[C@H:5]([C:13]([OH:15])=[O:14])[CH2:6][C:7]1[CH:12]=[CH:11][CH:10]=[CH:9][CH:8]=1)(=O)C.[CH3:16][C:17]1[O:18]C(=O)C(=CC2C=CC=CC=2)[N:21]=1>O>[NH:21]([C:12]1[CH:11]=[CH:10][CH:9]=[CH:8][C:7]=1[CH:6]=[CH:5][C:13]([OH:15])=[O:14])[C:17]([CH3:16])=[O:18]. Procedure details: In the process for the preparation of N-acetylphenylalanine by opening the ring of 2-methyl-4-benzylidene-1,3-oxazolin-5-one with water to give 2-acetaminocinnamic acid and subsequently catalytically hydrogenating the latter, both reaction stages are carried out in a mixture of an aliphatic C3 -ketone to C10 -ketone or a water-miscible ether and water as the solvent, and the hydrogenation of the 2-acetaminocinnamic acid is carried out at temperatures of 10° to 50° C. and pressures of 1 to 15 bar...